This data is from the Open Reaction Database (ORD), a public repository of structured organic reaction records. The task is: describe an organic reaction: reactants, conditions, products, and yield Reactants: [Li]CCCC, C#CCOC(C)OCC, Cc1ccc(C=O)cc1, [Cl-], [NH4+], C1CCOC1. Product: CCOC(C)OCC#CC(O)c1ccc(C)cc1. RXN SMILES: [CH2:10]([Li:11])[CH2:12][CH2:13][CH3:14].[CH2:1]([CH3:2])[O:3][CH:4]([CH3:5])[O:6][CH2:7][C:8]#[CH:9].[CH3:15][c:16]1[cH:17][cH:18][c:19]([CH:20]=[O:21])[cH:22][cH:23]1.[Cl-:24].[NH4+:25].[O:26]1[CH2:27][CH2:28][CH2:29][CH2:30]1>>[CH2:1]([CH3:2])[O:3][CH:4]([CH3:5])[O:6][CH2:7][C:8]#[C:9][CH:20]([c:19]1[cH:18][cH:17][c:16]([CH3:15])[cH:23][cH:22]1)[OH:21].